The task is: describe an organic reaction: reactants, conditions, products, and yield. This data is from the Open Reaction Database (ORD), a public repository of structured organic reaction records. Starting materials: BrC1=CC(=C(C(=O)N2C=CC=3C(=NC=CC32)N(C(=O)C3CC3)C(=O)C3CC3)C(=C1)Cl)Cl (N-[1-(4-bromo-2,6-dichlorobenzoyl)-1H-pyrrolo[3,2-c]pyridin-4-yl]-N-(cyclopropylcarbonyl)cyclopropanecarboxamide), [Cu](C#N)C#N (copper cyanide), C([O-])([O-])=O.[Cs+].[Cs+] (cesium carbonate), C(C)(=O)OCC (Ethyl acetate). The reagents and catalysts are C1=CC=C(C=C1)P([C-]2C=CC=C2)C3=CC=CC=C3.C1=CC=C(C=C1)P([C-]2C=CC=C2)C3=CC=CC=C3.[Fe+2] (dppf). The solvent is O1CCOCC1 (1,4-dioxane). Run at temperature 90 celsius. Yields the product C1(CC1)C(=O)N(C(=O)C1CC1)C1=NC=CC2=C1C=CN2C(C2=C(C=C(C=C2Cl)C#N)Cl)=O (N-(cyclopropylcarbonyl)-N-[1-(2,6-dichloro-4-cyanobenzoyl)-1H-pyrrolo[3,2-c]pyridin-4-yl]cyclopropanecarboxamide), ClC1=C(C(=O)N2C=CC=3C(=NC=CC32)NC(=O)C3CC3)C(=CC(=C1)C#N)Cl (N-[1-(2,6-dichloro-4-cyanobenzoyl)-1H-pyrrolo[3,2-c]pyridin-4-yl]cyclopropanecarboxamide). As a reaction SMILES: Br[C:2]1[CH:29]=[C:28]([Cl:30])[C:5]([C:6]([N:8]2[C:16]3[CH:15]=[CH:14][N:13]=[C:12]([N:17]([C:23]([CH:25]4[CH2:27][CH2:26]4)=[O:24])[C:18]([CH:20]4[CH2:22][CH2:21]4)=[O:19])[C:11]=3[CH:10]=[CH:9]2)=[O:7])=[C:4]([Cl:31])[CH:3]=1.[Cu]([C:35]#[N:36])[C:33]#[N:34].C(=O)([O-])[O-].[Cs+].[Cs+].C(OCC)(=O)C>O1CCOCC1.C1C=CC(P(C2C=CC=CC=2)[C-]2C=CC=C2)=CC=1.C1C=CC(P(C2C=CC=CC=2)[C-]2C=CC=C2)=CC=1.[Fe+2]>[CH:20]1([C:18]([N:17]([C:12]2[C:11]3[CH:10]=[CH:9][N:8]([C:6](=[O:7])[C:5]4[C:28]([Cl:30])=[CH:29][C:2]([C:33]#[N:34])=[CH:3][C:4]=4[Cl:31])[C:16]=3[CH:15]=[CH:14][N:13]=2)[C:23]([CH:25]2[CH2:27][CH2:26]2)=[O:24])=[O:19])[CH2:22][CH2:21]1.[Cl:30][C:28]1[CH:29]=[C:2]([C:35]#[N:36])[CH:3]=[C:4]([Cl:31])[C:5]=1[C:6]([N:8]1[C:16]2[CH:15]=[CH:14][N:13]=[C:12]([NH:17][C:18]([CH:20]3[CH2:21][CH2:22]3)=[O:19])[C:11]=2[CH:10]=[CH:9]1)=[O:7] |f:2.3.4,7.8.9|. Procedure details: A mixture of N-[1-(4-bromo-2,6-dichlorobenzoyl)-1H-pyrrolo[3,2-c]pyridin-4-yl]-N-(cyclopropylcarbonyl)cyclopropanecarboxamide (40 mg, 0.11 mmol), dppf (10 mg, 0.018 mmol), copper cyanide (41 mg, 0.45 mmol) and cesium carbonate (110 mg, 0.33 mmol) in 1,4-dioxane (2 mL) was heated in a sealed vial at 90° C. for 4 hours. Ethyl acetate was added and washed with saturated aqueous sodium hydrogen carbonate solution, dried over anhydrous sodium sulphate and concentrated to get the crude residue which w... Reactants: COC1=CC2=CC=C(C=C2C=C1)C1=CC=C(C=C1)OC (2-methoxy-6-(4-methoxyphenyl)-naphthalene), B(Br)(Br)Br (boron tribromide). Product: OC1=CC=C(C=C1)C=1C=C2C=CC(=CC2=CC1)O (6-(4-Hydroxyphenyl)-2-naphthol). Isolated yield 98.0%. As a reaction SMILES: C[O:2][C:3]1[CH:12]=[CH:11][C:10]2[C:5](=[CH:6][CH:7]=[C:8]([C:13]3[CH:18]=[CH:17][C:16]([O:19]C)=[CH:15][CH:14]=3)[CH:9]=2)[CH:4]=1.B(Br)(Br)Br>>[OH:19][C:16]1[CH:17]=[CH:18][C:13]([C:8]2[CH:9]=[C:10]3[C:5](=[CH:6][CH:7]=2)[CH:4]=[C:3]([OH:2])[CH:12]=[CH:11]3)=[CH:14][CH:15]=1. Procedure details: The compound is prepared by reaction of 2-methoxy-6-(4-methoxyphenyl)-naphthalene (150 mg, 0.57 mmol, 1 eq) with boron tribromide (3.4 ml, 3.4 mmol, 3 eq) according to method G. Purification by column chromatography with hexane/ethyl acetate 9/1 as the eluent yields the desired product in a yield of 98%, 132 mg. The reactants are O=C(c1cc(C(F)(F)F)cc(C(F)(F)F)c1)N1CCN(CCCC2(c3ccc(F)cc3)OCCO2)CC1Cc1c[nH]c2ccccc12, CCOC(C)=O, Cl. The product is Cl, O=C(CCCN1CCN(C(=O)c2cc(C(F)(F)F)cc(C(F)(F)F)c2)C(Cc2c[nH]c3ccccc23)C1)c1ccc(F)cc1. Reaction SMILES: [CH2:1]1[O:2][C:3]([CH2:4][CH2:5][CH2:6][N:7]2[CH2:8][CH:9]([CH2:29][c:30]3[cH:31][nH:32][c:33]4[cH:34][cH:35][cH:36][cH:37][c:38]34)[N:10]([C:13]([c:14]3[cH:15][c:16]([C:24]([F:25])([F:26])[F:27])[cH:17][c:18]([C:20]([F:21])([F:22])[F:23])[cH:19]3)=[O:28])[CH2:11][CH2:12]2)([c:39]2[cH:40][cH:41][c:42]([F:45])[cH:43][cH:44]2)[O:47][CH2:46]1.[CH3:49][CH2:50][O:51][C:52](=[O:53])[CH3:54].[ClH:48]>>[ClH:48].[O:2]=[C:3]([CH2:4][CH2:5][CH2:6][N:7]1[CH2:8][CH:9]([CH2:29][c:30]2[cH:31][nH:32][c:33]3[cH:34][cH:35][cH:36][cH:37][c:38]23)[N:10]([C:13]([c:14]2[cH:15][c:16]([C:24]([F:25])([F:26])[F:27])[cH:17][c:18]([C:20]([F:21])([F:22])[F:23])[cH:19]2)=[O:28])[CH2:11][CH2:12]1)[c:39]1[cH:40][cH:41][c:42]([F:45])[cH:43][cH:44]1. Reactants: NC=1N=NC(=C(N1)C1=CC=CC=C1)C=1C=C(C=C(C1)OC(F)(F)F)O (3-(3-amino-5-phenyl-1,2,4-triazin-6-yl)-5-(trifluoromethoxy)phenol), C1(=CC=CC=C1)O (phenol), IC (iodomethane). The solvent is C1CCOC1 (THF). Run at time 15 minute. Yields the product COC=1C=C(C=C(C1)OC(F)(F)F)C1=C(N=C(N=N1)N)C1=CC=CC=C1 (6-(3-Methoxy-5-(trifluoromethoxy)phenyl)-5-phenyl-1,2,4-triazin-3-amine). As a reaction SMILES: [NH2:1][C:2]1[N:3]=[N:4][C:5]([C:14]2[CH:15]=[C:16]([OH:25])[CH:17]=[C:18]([O:20][C:21]([F:24])([F:23])[F:22])[CH:19]=2)=[C:6]([C:8]2[CH:13]=[CH:12][CH:11]=[CH:10][CH:9]=2)[N:7]=1.[C:26]1(O)C=CC=CC=1.IC>C1COCC1>[CH3:26][O:25][C:16]1[CH:15]=[C:14]([C:5]2[N:4]=[N:3][C:2]([NH2:1])=[N:7][C:6]=2[C:8]2[CH:9]=[CH:10][CH:11]=[CH:12][CH:13]=2)[CH:19]=[C:18]([O:20][C:21]([F:24])([F:22])[F:23])[CH:17]=1. Reported procedure: 6-(3-Methoxy-5-(trifluoromethoxy)phenyl)-5-phenyl-1,2,4-triazin-3-amine was prepared from 3-(3-amino-5-phenyl-1,2,4-triazin-6-yl)-5-(trifluoromethoxy)phenol (100 mg, 0.287 mmol). The phenol was dissolved in THF (2 mL) and treated with iodomethane (17.87 μL, 0.287 mmol) at 0° C. After ˜15 minutes, the mixture was then allowed to warm to r.t. slowly. Starting materials: C(C)OC(CN1C=CC2=CC(=CC=C12)OCCCC#CC1=CC=C(C=C1)OC(F)(F)F)=O ({5-[5-(4-trifluoromethoxy-phenyl)-pent-4-ynyloxy]-indol-1-yl}-acetic acid ethyl ester), [Li+].[OH-] (LiOH). Yields the product FC(OC1=CC=C(C=C1)C#CCCCOC=1C=C2C=CN(C2=CC1)CC(=O)O)(F)F ({5-[5-(4-Trifluoromethoxy-phenyl)-pent-4-ynyloxy]-indol-1-yl}-acetic acid). RXN SMILES: C([O:3][C:4](=[O:32])[CH2:5][N:6]1[C:14]2[C:9](=[CH:10][C:11]([O:15][CH2:16][CH2:17][CH2:18][C:19]#[C:20][C:21]3[CH:26]=[CH:25][C:24]([O:27][C:28]([F:31])([F:30])[F:29])=[CH:23][CH:22]=3)=[CH:12][CH:13]=2)[CH:8]=[CH:7]1)C.[Li+].[OH-]>>[F:30][C:28]([F:29])([F:31])[O:27][C:24]1[CH:23]=[CH:22][C:21]([C:20]#[C:19][CH2:18][CH2:17][CH2:16][O:15][C:11]2[CH:10]=[C:9]3[C:14](=[CH:13][CH:12]=2)[N:6]([CH2:5][C:4]([OH:32])=[O:3])[CH:7]=[CH:8]3)=[CH:26][CH:25]=1 |f:1.2|. Reported procedure: In analogy to the procedure described for example 1 e], {5-[5-(4-trifluoromethoxy-phenyl)-pent-4-ynyloxy]-indol-1-yl}-acetic acid ethyl ester was treated with LiOH to obtain the title compound as red crystals. Starting materials: C(C)N(CC=CCC1=CC=C(C=C1)N)CC (N,N-diethyl-4-(4-aminophenyl)-2-buten-1-amine), CS(=O)(=O)Cl (methanesulfonyl chloride). Solvent: C(Cl)Cl (methylene chloride). Run at temperature 0 celsius, time 1 hour. The product is C(C)N(CC=CCC1=CC=C(C=C1)NS(=O)(=O)C)CC (N-[4-[4-(Diethylamino)-2-butenyl]phenyl]methanesulfonamide). As a reaction SMILES: [CH2:1]([N:3]([CH2:15][CH3:16])[CH2:4][CH:5]=[CH:6][CH2:7][C:8]1[CH:13]=[CH:12][C:11]([NH2:14])=[CH:10][CH:9]=1)[CH3:2].[CH3:17][S:18](Cl)(=[O:20])=[O:19]>C(Cl)Cl>[CH2:15]([N:3]([CH2:1][CH3:2])[CH2:4][CH:5]=[CH:6][CH2:7][C:8]1[CH:13]=[CH:12][C:11]([NH:14][S:18]([CH3:17])(=[O:20])=[O:19])=[CH:10][CH:9]=1)[CH3:16]. Procedure details: Dissolve 3.5 g (0.014 mole) N,N-diethyl-4-(4-aminophenyl)-2-buten-1-amine in 50 ml of methylene chloride, chill to about 0° C. To this slowly add 1.5 ml (0.019 mole) of methanesulfonyl chloride. Stir at room temperature 1 hr and then wash with 2×50 ml of 10% NaOH. Wash the sodium hydroxide extracts with 1×100 ml of ether and then acidify to pH 10 with concentrated HCl. Extract with 2×100 ml methylene chloride and dry the methylene chloride extracts over Na2SO4. Evaporate to dryness to yield the ...